From a dataset of the Open Reaction Database (ORD), a public repository of structured organic reaction records. describe an organic reaction: reactants, conditions, products, and yield The reactants are OB(O)c1ccc(Cl)cc1, O=C1CCCc2cc(OS(=O)(=O)C(F)(F)F)ccc21. Product: O=C1CCCc2cc(-c3ccc(Cl)cc3)ccc21. As a reaction SMILES: [Cl:20][c:21]1[cH:22][cH:23][c:24]([B:27]([OH:28])[OH:29])[cH:25][cH:26]1.[O:1]=[C:2]1[c:3]2[cH:4][cH:5][c:6]([O:12][S:13]([C:14]([F:15])([F:16])[F:17])(=[O:18])=[O:19])[cH:7][c:8]2[CH2:9][CH2:10][CH2:11]1>>[O:1]=[C:2]1[c:3]2[cH:4][cH:5][c:6](-[c:24]3[cH:23][cH:22][c:21]([Cl:20])[cH:26][cH:25]3)[cH:7][c:8]2[CH2:9][CH2:10][CH2:11]1.